This data is from the Open Reaction Database (ORD), a public repository of structured organic reaction records. The task is: describe an organic reaction: reactants, conditions, products, and yield Reactants: C(C)OC(=O)C=1NC2=C3CCCC3=CC=C2C1 (1,6,7,8-tetrahydro-1-aza-as-indacene-2-carboxylic acid ethyl ester), C(C)(C)(C)OC(=O)N1S(O[C@H](C1)C)(=O)=O ((S)-5-methyl-2,2-dioxo-[1,2,3]oxathiazolidine-3-carboxylic acid tert-butyl ester). Yields the product C(C)OC(=O)C=1N(C2=C3CCCC3=CC=C2C1)[C@@H](CNC(=O)OC(C)(C)C)C ((R)-1-(2-tert-Butoxycarbonylamino-1-methyl-ethyl)-1,6,7,8-tetrahydro-1-aza-as-indacene-2-carboxylic acid ethyl ester). RXN SMILES: [CH2:1]([O:3][C:4]([C:6]1[NH:7][C:8]2[C:16]([CH:17]=1)=[CH:15][CH:14]=[C:13]1[C:9]=2[CH2:10][CH2:11][CH2:12]1)=[O:5])[CH3:2].[C:18]([O:22][C:23]([N:25]1[CH2:29][C@H:28]([CH3:30])OS1(=O)=O)=[O:24])([CH3:21])([CH3:20])[CH3:19]>>[CH2:1]([O:3][C:4]([C:6]1[N:7]([C@H:28]([CH3:30])[CH2:29][NH:25][C:23]([O:22][C:18]([CH3:21])([CH3:20])[CH3:19])=[O:24])[C:8]2[C:16]([CH:17]=1)=[CH:15][CH:14]=[C:13]1[C:9]=2[CH2:10][CH2:11][CH2:12]1)=[O:5])[CH3:2]. Reported procedure: The title compound was prepared in accordance with the general method of example 12b) from b) 1,6,7,8-tetrahydro-1-aza-as-indacene-2-carboxylic acid ethyl ester and (S)-5-methyl-2,2-dioxo-[1,2,3]oxathiazolidine-3-carboxylic acid tert-butyl ester. Starting materials: CCCCc1cc(CCC=O)n(-c2cccc(Cl)c2)n1, Fc1ccccc1N1CCNCC1. The product is CCCCc1cc(CCCN2CCN(c3ccccc3F)CC2)n(-c2cccc(Cl)c2)n1. Reaction SMILES: [Cl:1][c:2]1[cH:3][c:4](-[n:8]2[n:9][c:10]([CH2:17][CH2:18][CH2:19][CH3:20])[cH:11][c:12]2[CH2:13][CH2:14][CH:15]=[O:16])[cH:5][cH:6][cH:7]1.[F:21][c:22]1[c:23]([N:28]2[CH2:29][CH2:30][NH:31][CH2:32][CH2:33]2)[cH:24][cH:25][cH:26][cH:27]1>>[Cl:1][c:2]1[cH:3][c:4](-[n:8]2[n:9][c:10]([CH2:17][CH2:18][CH2:19][CH3:20])[cH:11][c:12]2[CH2:13][CH2:14][CH2:15][N:31]2[CH2:30][CH2:29][N:28]([c:23]3[c:22]([F:21])[cH:27][cH:26][cH:25][cH:24]3)[CH2:33][CH2:32]2)[cH:5][cH:6][cH:7]1. Starting materials: Cl.N[C@@H](C)C(=O)OC(C)(C)C (alanine, tert-butyl ester hydrochloride), CC(C)(C)C=O (pivaldehyde), TEA, C(Cl)Cl (CH2Cl2). Run in CCOCC (Et2O). Conditions: time 17 hour. Yields the product N[C@@H](C)C(=O)OC(C)(C)C (alanine, tert-butyl ester). The yield is 147.6%. RXN SMILES: Cl.[NH2:2][C@H:3]([C:5]([O:7][C:8]([CH3:11])([CH3:10])[CH3:9])=[O:6])[CH3:4].C(Cl)Cl.CC(C=O)(C)C>CCOCC>[NH2:2][C@H:3]([C:5]([O:7][C:8]([CH3:11])([CH3:10])[CH3:9])=[O:6])[CH3:4] |f:0.1|. Procedure details: To a mixture of 25.0 g (0.14 mol) alanine, tert-butyl ester hydrochloride, 20.0 g of 4 Å powdered molecular sieves, 21 mL (0.15 mol) of TEA and 400 mL of dry CH2Cl2 was added 18 mL (0.16 mol) of pivaldehyde. The mixture was stirred at rt for 17 h, diluted with 1 L of Et2O, filtered through a pad of celite and concentrated in vacuo to give 30 g (˜100%) of alanine, tert-butyl ester, tert-butyl imine as a colorless oil which was used without further purification. As a reaction SMILES: C([O:8][C:9]1[C:14]2[N:15]([CH:18]([F:20])[F:19])[CH:16]=[N:17][C:13]=2[CH:12]=[C:11]([C:21]2[CH:22]=[N:23][N:24]([C:26]([CH3:29])([CH3:28])[CH3:27])[CH:25]=2)[N:10]=1)C1C=CC=CC=1.C([O-])=O.[NH4+]>CCO.CN(C=O)C.[OH-].[OH-].[Pd+2]>[C:26]([N:24]1[CH:25]=[C:21]([C:11]2[NH:10][C:9](=[O:8])[C:14]3[N:15]([CH:18]([F:19])[F:20])[CH:16]=[N:17][C:13]=3[CH:12]=2)[CH:22]=[N:23]1)([CH3:29])([CH3:27])[CH3:28] |f:1.2,5.6.7|. The reagents and catalysts are [OH-].[OH-].[Pd+2] (Pd(OH)2 on carbon). Starting materials: C(C1=CC=CC=C1)OC1=NC(=CC2=C1N(C=N2)C(F)F)C=2C=NN(C2)C(C)(C)C (4-(benzyloxy)-6-(1-tert-butyl-1H-pyrazol-4-yl)-3-(difluoromethyl)-3H-imidazo[4,5-c]pyridine), C(=O)[O-].[NH4+] (ammonium formate). The solvent is CCO (EtOH), CN(C)C=O (DMF), CN(C)C=O (DMF). Conditions: temperature 55 celsius, time 1 hour. The product is C(C)(C)(C)N1N=CC(=C1)C1=CC2=C(C(N1)=O)N(C=N2)C(F)F (6-(1-tert-butyl-1H-pyrazol-4-yl)-3-(difluoromethyl)-3H-imidazo[4,5-c]pyridin-4(5H)-one). Procedure details: To a solution of 4-(benzyloxy)-6-(1-tert-butyl-1H-pyrazol-4-yl)-3-(difluoromethyl)-3H-imidazo[4,5-c]pyridine 2.31 (136 mg, 0.342 mmol) in EtOH (2 mL) and DMF (2 mL) was added ammonium formate (265 mg, 4.2 mmol) and Pd(OH)2 on carbon (20 wt. % Pd, 58 mg). The mixture was heated to 55° C. and was stirred for 1 h. The mixture was diluted with DMF (5 mL) and filtered through Celite. The filtrate was concentrated in vacuo to provide 6-(1-tert-butyl-1H-pyrazol-4-yl)-3-(difluoromethyl)-3H-imidazo[4,5-c...